Dataset: the Open Reaction Database (ORD), a public repository of structured organic reaction records. Task: describe an organic reaction: reactants, conditions, products, and yield The reactants are NC=1C=CC2=C(SCCN2CCCN(C(OC(C)(C)C)=O)C)C1 (tert-butyl 3-(7-amino-2H-benzo[b][1,4]thiazin-4(3H)-yl)propyl(methyl)carbamate), I.S1C(=CC=C1)C(=N)SC (methyl thiophene-2-carbimidothioate hydroiodide), C(=O)(O)[O-].[Na+] (NaHCO3). Run in C(C)O (ethanol). Conditions: time 18 hour. Product: CN(C(OC(C)(C)C)=O)CCCN1C2=C(SCC1)C=C(C=C2)NC(=N)C=2SC=CC2 (tert-Butyl methyl(3-(7-(thiophene-2-carboximidamido)-2H-benzo[b][1,4]thiazin-4(3H)-yl)propyl)carbamate). The yield is 87.2%. RXN SMILES: [NH2:1][C:2]1[CH:3]=[CH:4][C:5]2[N:10]([CH2:11][CH2:12][CH2:13][N:14]([CH3:22])[C:15](=[O:21])[O:16][C:17]([CH3:20])([CH3:19])[CH3:18])[CH2:9][CH2:8][S:7][C:6]=2[CH:23]=1.I.[S:25]1[CH:29]=[CH:28][CH:27]=[C:26]1[C:30](SC)=[NH:31].C([O-])(O)=O.[Na+]>C(O)C>[CH3:22][N:14]([CH2:13][CH2:12][CH2:11][N:10]1[CH2:9][CH2:8][S:7][C:6]2[CH:23]=[C:2]([NH:1][C:30]([C:26]3[S:25][CH:29]=[CH:28][CH:27]=3)=[NH:31])[CH:3]=[CH:4][C:5]1=2)[C:15](=[O:21])[O:16][C:17]([CH3:18])([CH3:19])[CH3:20] |f:1.2,3.4|. Reported procedure: A solution of tert-butyl 3-(7-amino-2H-benzo[b][1,4]thiazin-4(3H)-yl)propyl(methyl)carbamate (0.52 g, 1.541 mmol) in dry ethanol (20 mL) was treated with methyl thiophene-2-carbimidothioate hydroiodide (0.879 g, 3.08 mmol) at room temperature and stirred over night (18 hours). The reaction was basified with saturated NaHCO3 solution (50 mL), and the product was extracted into CH2Cl2 (2×25 mL). The combined CH2Cl2 layers were washed with brine (20 mL) and dried (Na2SO4). The solvent was evaporate... Starting materials: C1=CC=CC=2C3=CC=CC=C3CC12 (fluorene), Cl.N1=CC(=CC=C1)CCl (3-picolylchloride hydrochloride), [OH-].[Na+] (sodium hydroxide). The reagents and catalysts are [Br-].C(CCCCCCCCCCCCCCC)[P+](CCCC)(CCCC)CCCC (cetyl tri-n-butyl phosphonium bromide). Solvent: C1(=CC=CC=C1)C (toluene). Product: N1=CC(=CC=C1)CC1(C2=CC=CC=C2C=2C=CC=CC12)CC=1C=NC=CC1 (9,9-Bis(3-pyridinylmethyl)fluorene). As a reaction SMILES: [CH:1]1[C:13]2[CH2:12][C:11]3[C:6](=[CH:7][CH:8]=[CH:9][CH:10]=3)[C:5]=2[CH:4]=[CH:3][CH:2]=1.Cl.[N:15]1[CH:20]=[CH:19][CH:18]=[C:17]([CH2:21]Cl)[CH:16]=1.[OH-].[Na+]>[Br-].C([P+](CCCC)(CCCC)CCCC)CCCCCCCCCCCCCCC.C1(C)C=CC=CC=1>[N:15]1[CH:20]=[CH:19][CH:18]=[C:17]([CH2:21][C:12]2([CH2:21][C:17]3[CH:16]=[N:15][CH:20]=[CH:19][CH:18]=3)[C:11]3[CH:10]=[CH:9][CH:8]=[CH:7][C:6]=3[C:5]3[C:13]2=[CH:1][CH:2]=[CH:3][CH:4]=3)[CH:16]=1 |f:1.2,3.4,5.6|. Procedure: The title compound was prepared following the procedure described in Example 5 from 10.0 mmole of fluorene, 22.0 mmole of 3-picolylchloride hydrochloride, 2.0 mmole of cetyl tri-n-butyl phosphonium bromide, 20 ml of 50% sodium hydroxide and 40 ml of toluene by reaction at 50° for 6 hrs. The material was chromatographed (silica, CH2Cl2 /MeOH,95:5) to yield 2.6 g (70%), m.p. 137°-138°. δ: 3.41(s,4H), 6.71-6.97(m,4H), 7.17-7.35(tt,6H), 7.50-7.54(d,J=6.9 Hz, 2H), 7.91(s,2H), 8.12-8.15(d,J=5.4 Hz,2H)... Reactants: FC1=C(C(=C(C=C1OC)OC)F)C1=CC2=C(C=N1)C(=NN2C2OCCCC2)I (6-(2,6-difluoro-3,5-dimethoxyphenyl)-3-iodo-1-(tetrahydro-2H-pyran-2-yl)-1H-pyrazolo[4,3-c]pyridine), C(C)(C)N1C(C2=CC=C(C=C2C1)B1OC(C(O1)(C)C)(C)C)=O (2-isopropyl-5-(4,4,5,5-tetramethyl-1,3,2-dioxaborolan-2-yl)isoindolin-1-one). The product is FC1=C(C(=C(C=C1OC)OC)F)C1=CC2=C(C=N1)C(=NN2)C=2C=C1CN(C(C1=CC2)=O)C(C)C (5-[6-(2,6-difluoro-3,5-dimethoxyphenyl)-1H-pyrazolo[4,3-c]pyridin-3-yl]-2-isopropylisoindolin-1-one). As a reaction SMILES: [F:1][C:2]1[C:7]([O:8][CH3:9])=[CH:6][C:5]([O:10][CH3:11])=[C:4]([F:12])[C:3]=1[C:13]1[N:18]=[CH:17][C:16]2[C:19](I)=[N:20][N:21](C3CCCCO3)[C:15]=2[CH:14]=1.[CH:29]([N:32]1[CH2:40][C:39]2[C:34](=[CH:35][CH:36]=[C:37](B3OC(C)(C)C(C)(C)O3)[CH:38]=2)[C:33]1=[O:50])([CH3:31])[CH3:30]>>[F:1][C:2]1[C:7]([O:8][CH3:9])=[CH:6][C:5]([O:10][CH3:11])=[C:4]([F:12])[C:3]=1[C:13]1[N:18]=[CH:17][C:16]2[C:19]([C:37]3[CH:38]=[C:39]4[C:34](=[CH:35][CH:36]=3)[C:33](=[O:50])[N:32]([CH:29]([CH3:31])[CH3:30])[CH2:40]4)=[N:20][NH:21][C:15]=2[CH:14]=1. Procedure details: This compound was prepared by using procedures analogous to those described for the synthesis of Example 52, Step 8 starting from 6-(2,6-difluoro-3,5-dimethoxyphenyl)-3-iodo-1-(tetrahydro-2H-pyran-2-yl)-1H-pyrazolo[4,3-c]pyridine and 2-isopropyl-5-(4,4,5,5-tetramethyl-1,3,2-dioxaborolan-2-yl)isoindolin-1-one. LCMS (M+H)+=465.2. The reactants are CC(=O)OC(C)CCCCCl, CS(C)=O, [H-], CNc1c(N)n(Cc2ccccc2)c(=O)[nH]c1=O, [Na+]. Yields the product CNc1c(N)n(Cc2ccccc2)c(=O)n(CCCCC(C)OC(C)=O)c1=O. Reaction SMILES: [C:21]([CH3:22])(=[O:23])[O:24][CH:25]([CH2:26][CH2:27][CH2:28][CH2:29][Cl:30])[CH3:31].[CH3:32][S:33]([CH3:34])=[O:35].[H-:19].[NH2:1][c:2]1[c:3]([NH:17][CH3:18])[c:4](=[O:16])[nH:5][c:6](=[O:15])[n:7]1[CH2:8][c:9]1[cH:10][cH:11][cH:12][cH:13][cH:14]1.[Na+:20]>>[NH2:1][c:2]1[c:3]([NH:17][CH3:18])[c:4](=[O:16])[n:5]([CH2:29][CH2:28][CH2:27][CH2:26][CH:25]([O:24][C:21]([CH3:22])=[O:23])[CH3:31])[c:6](=[O:15])[n:7]1[CH2:8][c:9]1[cH:10][cH:11][cH:12][cH:13][cH:14]1. Reactants: O[C@H](C)[C@@H]1[C@@H]2N(C(=C(C2)C2=CN3C(S2)=CN=C3)C(=O)OCC3=CC=C(C=C3)[N+](=O)[O-])C1=O (4-nitrobenzyl (5R,6S)-6-((1R)-1-hydroxyethyl)-2-(imidazo[5,1-b]thiazol-2-yl)-1-carbapen-2-em-3-carboxylate), ICC(=O)N (iodoacetamide). The solvent is CC(=O)C (acetone). Conditions: time 25 hour. Product: [I-].C(N)(=O)CN1C=[N+]2C(SC(=C2)C=2C[C@H]3N(C2C(=O)OCC2=CC=C(C=C2)[N+](=O)[O-])C([C@@H]3[C@@H](C)O)=O)=C1 (4-nitrobenzyl (5R,6S)-2-(6-carbamoylmethylimidazo[5,1-b]thiazolium-2-yl)-6-((1R)-1-hydroxyethyl)-1-carbapen-2-em-3-carboxylate iodide). As a reaction SMILES: [OH:1][C@@H:2]([C@H:4]1[C:31](=[O:32])[N:6]2[C:7]([C:18]([O:20][CH2:21][C:22]3[CH:27]=[CH:26][C:25]([N+:28]([O-:30])=[O:29])=[CH:24][CH:23]=3)=[O:19])=[C:8]([C:10]3[S:14][C:13]4=[CH:15][N:16]=[CH:17][N:12]4[CH:11]=3)[CH2:9][C@H:5]12)[CH3:3].[I:33][CH2:34][C:35]([NH2:37])=[O:36]>CC(C)=O>[I-:33].[C:35]([CH2:34][N:16]1[CH:15]=[C:13]2[S:14][C:10]([C:8]3[CH2:9][C@@H:5]4[C@@H:4]([C@H:2]([OH:1])[CH3:3])[C:31](=[O:32])[N:6]4[C:7]=3[C:18]([O:20][CH2:21][C:22]3[CH:27]=[CH:26][C:25]([N+:28]([O-:30])=[O:29])=[CH:24][CH:23]=3)=[O:19])=[CH:11][N+:12]2=[CH:17]1)(=[O:36])[NH2:37] |f:3.4|. Reported procedure: To a suspension of 69 mg of 4-nitrobenzyl (5R,6S)-6-((1R)-1-hydroxyethyl)-2-(imidazo[5,1-b]thiazol-2-yl)-1-carbapen-2-em-3-carboxylate in 2 ml of acetone was added 281 mg of iodoacetamide, and the mixture was stirred at room temperature for 25 hours. The reaction mixture was concentrated under reduced pressure to dryness. The residue was triturated with 3 ml of ethyl acetate, and the insolubles were collected by filtration to give 4-nitrobenzyl (5R,6S)-2-(6-carbamoylmethylimidazo[5,1-b]thiazoliu...